From a dataset of the Open Reaction Database (ORD), a public repository of structured organic reaction records. describe an organic reaction: reactants, conditions, products, and yield Starting materials: FC=1C(=NC=CC1)C=1C=C(C=C(C1)[N+](=O)[O-])NC(C)=O (N-(3-(3-fluoropyridin-2-yl)-5-nitrophenyl)acetamide), [NH4+].[Cl-] (NH4Cl). Reagents/catalysts: [Zn] (Zn). Run in C1CCOC1 (THF), O (water). Run at time 1 hour. Product: NC=1C=C(C=C(C1)C1=NC=CC=C1F)NC(C)=O (N-(3-amino-5-(3-fluoropyridin-2-yl)phenyl)acetamide). Isolated yield 90.0%. Reaction SMILES: [F:1][C:2]1[C:3]([C:8]2[CH:9]=[C:10]([NH:17][C:18](=[O:20])[CH3:19])[CH:11]=[C:12]([N+:14]([O-])=O)[CH:13]=2)=[N:4][CH:5]=[CH:6][CH:7]=1.[NH4+].[Cl-]>C1COCC1.O.[Zn]>[NH2:14][C:12]1[CH:11]=[C:10]([NH:17][C:18](=[O:20])[CH3:19])[CH:9]=[C:8]([C:3]2[C:2]([F:1])=[CH:7][CH:6]=[CH:5][N:4]=2)[CH:13]=1 |f:1.2|. Procedure details: To a solution of N-(3-(3-fluoropyridin-2-yl)-5-nitrophenyl)acetamide (5 g, 18.18 mmol) in THF (50 ml), Zn (11.8 g, 181.18 mmol) was added followed by slow addition of solution of NH4Cl (9.7 g, 181.18 mmol) in 20 ml water. The mixture was stirred at RT for 1 h. The mixture was filtered through celite and bed washed with ethyl acetate. The mixture was diluted with ethyl acetate and washed with water and brine solution, dried over sodium sulphate and distilled to give the product in 90% yield (4.2 ... Reactants: N,N'-Carbonyldiimidazole, C(=O)OCCOC1=CC(C(=O)O)=NC2=CC=CC=C12 (4(2-formyloxyethoxy)quinaldic acid), NC1=NN=NN1 (5-Aminotetrazole). Run in O1CCCC1 (tetrahydrofuran), CN(C=O)C (dimethylformamide). Yields the product C(=O)OCCOC1=CC(C(=O)NC2=NN=NN2)=NC2=CC=CC=C12 (4(2-Formyloxyethoxy)-N(1H-tetrazol- 5-yl)quinaldamide). Reaction SMILES: [CH:1]([O:3][CH2:4][CH2:5][O:6][C:7]1[C:19]2[C:14](=[CH:15][CH:16]=[CH:17][CH:18]=2)[N:13]=[C:9]([C:10](O)=[O:11])[CH:8]=1)=[O:2].[NH2:20][C:21]1[NH:25][N:24]=[N:23][N:22]=1>O1CCCC1.CN(C)C=O>[CH:1]([O:3][CH2:4][CH2:5][O:6][C:7]1[C:19]2[C:14](=[CH:15][CH:16]=[CH:17][CH:18]=2)[N:13]=[C:9]([C:10]([NH:20][C:21]2[NH:25][N:24]=[N:23][N:22]=2)=[O:11])[CH:8]=1)=[O:2]. Procedure details: N,N'-Carbonyldiimidazole (1.55 g) was added to 4(2-formyloxyethoxy)quinaldic acid (2.5 g) in hot tetrahydrofuran (200 ml) and the solution was heated under reflux for 1.5 hours. 5-Aminotetrazole (0.85 g) in dimethylformamide (4 ml) was added and the mixture was heated under reflux for 2.5 hours. 4(2-Formyloxyethoxy)-N(1H-tetrazol- 5-yl)quinaldamide was filtered off and dried, m.p. 263° . Reactants: ClC(=O)[O-] (chloroformate), N (ammonia), Example 150 ( a ), C(C1=CC=CC=C1)OCCCOC1=CC=C(C=C1)C1C(CN(CC1OCC1=CC2=CC=CC=C2C=C1)C(=O)OC(C)(C)C)CO (tert-butyl (3SR,4RS,5RS)-4-[4-(3-benzyloxy-propoxy)-phenyl]-3-hydroxymethyl-5-(naphthalen-2-ylmethoxy)-piperidine-1-carboxylate), Example 148 ( h ). The solvent is O1CCCC1 (tetrahydrofuran). Product: C(C1=CC=CC=C1)OCCCOC1=CC=C(C=C1)C1C(CN(CC1OCC1=CC2=CC=CC=C2C=C1)C(=O)OC(C)(C)C)COC(N)=O (tert-butyl (3SR,4RS,5RS)-4-[4-(3-benzyloxy-propoxy)-phenyl]-3-carbamoyloxymethyl-5-(naphthalen-2-ylmethoxy)-piperidine-1-carboxylate). RXN SMILES: [CH2:1]([O:8][CH2:9][CH2:10][CH2:11][O:12][C:13]1[CH:18]=[CH:17][C:16]([CH:19]2[CH:24]([O:25][CH2:26][C:27]3[CH:36]=[CH:35][C:34]4[C:29](=[CH:30][CH:31]=[CH:32][CH:33]=4)[CH:28]=3)[CH2:23][N:22]([C:37]([O:39][C:40]([CH3:43])([CH3:42])[CH3:41])=[O:38])[CH2:21][CH:20]2[CH2:44][OH:45])=[CH:15][CH:14]=1)[C:2]1[CH:7]=[CH:6][CH:5]=[CH:4][CH:3]=1.Cl[C:47]([O-:49])=O.[NH3:50]>O1CCCC1>[CH2:1]([O:8][CH2:9][CH2:10][CH2:11][O:12][C:13]1[CH:14]=[CH:15][C:16]([CH:19]2[CH:24]([O:25][CH2:26][C:27]3[CH:36]=[CH:35][C:34]4[C:29](=[CH:30][CH:31]=[CH:32][CH:33]=4)[CH:28]=3)[CH2:23][N:22]([C:37]([O:39][C:40]([CH3:42])([CH3:41])[CH3:43])=[O:38])[CH2:21][CH:20]2[CH2:44][O:45][C:47](=[O:49])[NH2:50])=[CH:17][CH:18]=1)[C:2]1[CH:3]=[CH:4][CH:5]=[CH:6][CH:7]=1. Procedure details: In an analogous manner to that described in Example 150 (a), from tert-butyl (3SR,4RS,5RS)-4-[4-(3-benzyloxy-propoxy)-phenyl]-3-hydroxymethyl-5-(naphthalen-2-ylmethoxy)-piperidine-1-carboxylate [Example 148 (h)] there was synthesized the corresponding chloroformate, reaction of which with a solution of ammonia in tetrahydrofuran gave tert-butyl (3SR,4RS,5RS)-4-[4-(3-benzyloxy-propoxy)-phenyl]-3-carbamoyloxymethyl-5-(naphthalen-2-ylmethoxy)-piperidine-1-carboxylate as a colourless solid; MS: 672 ... The reactants are C(C)(C)(C)OC(NC1CCC(CC1)NC=1C=2N(C=CN1)C(=CN2)C2=NC(=CC=C2)NCC=2SC=CC2)=O ([4-(3-{6-[(thiophen-2-ylmethyl)-amino]-pyridin-2-yl}-imidazo[1,2-a]pyrazin-8-ylamino)-cyclohexyl]-carbamic acid tert-butyl ester). Run in C(C)O (ethanol), Cl (HCl). Run at time 8 hour. Product: S1C(=CC=C1)CNC1=CC=CC(=N1)C1=CN=C2N1C=CN=C2NC2CCC(CC2)N (N-(3-{6-[(thiophen-2-ylmethyl)-amino]-pyridin-2-yl}-imidazo[1,2-a]pyrazin-8-yl)-cyclohexane-1,4-diamine). Reaction SMILES: C(OC(=O)[NH:7][CH:8]1[CH2:13][CH2:12][CH:11]([NH:14][C:15]2[C:16]3[N:17]([C:21]([C:24]4[CH:29]=[CH:28][CH:27]=[C:26]([NH:30][CH2:31][C:32]5[S:33][CH:34]=[CH:35][CH:36]=5)[N:25]=4)=[CH:22][N:23]=3)[CH:18]=[CH:19][N:20]=2)[CH2:10][CH2:9]1)(C)(C)C>C(O)C.Cl>[S:33]1[CH:34]=[CH:35][CH:36]=[C:32]1[CH2:31][NH:30][C:26]1[N:25]=[C:24]([C:21]2[N:17]3[CH:18]=[CH:19][N:20]=[C:15]([NH:14][CH:11]4[CH2:12][CH2:13][CH:8]([NH2:7])[CH2:9][CH2:10]4)[C:16]3=[N:23][CH:22]=2)[CH:29]=[CH:28][CH:27]=1. Procedure: The mixture of [4-(3-{6-[(thiophen-2-ylmethyl)-amino]-pyridin-2-yl}-imidazo[1,2-a]pyrazin-8-ylamino)-cyclohexyl]-carbamic acid tert-butyl ester (100 mg, 0.193 mmol) in ethanol (4 mL) and concentrated HCl (4 mL) was stirred at room temperature overnight. The reaction mixture was then concentrated under reduced pressure. The residue was purified by prepara-HPLC to give N-(3-{6-[(thiophen-2-ylmethyl)-amino]-pyridin-2-yl}-imidazo[1,2-a]pyrazin-8-yl)-cyclohexane-1,4-diamine; hydrochloride. (Yield 30 ... Reactants: C1CCOC1, CN(C)c1ccncc1, ClCCl, O, OC1CCOCC1, O=C(Cl)c1ccc([N+](=O)[O-])cc1O, c1ccncc1. The product is O=C(OC1CCOCC1)c1ccc([N+](=O)[O-])cc1O. RXN SMILES: [CH2:24]1[O:25][CH2:26][CH2:27][CH2:28]1.[CH3:35][N:36]([CH3:37])[c:38]1[cH:39][cH:40][n:41][cH:42][cH:43]1.[Cl:21][CH2:22][Cl:23].[OH2:44].[OH:14][CH:15]1[CH2:16][CH2:17][O:18][CH2:19][CH2:20]1.[OH:1][c:2]1[c:3]([C:4](=[O:5])[Cl:6])[cH:7][cH:8][c:9]([N+:11](=[O:12])[O-:13])[cH:10]1.[cH:29]1[cH:30][cH:31][n:32][cH:33][cH:34]1>>[OH:1][c:2]1[c:3]([C:4](=[O:5])[O:14][CH:15]2[CH2:16][CH2:17][O:18][CH2:19][CH2:20]2)[cH:7][cH:8][c:9]([N+:11](=[O:12])[O-:13])[cH:10]1. The reactants are C1(=CC=CC=C1)C(C(=O)N)(CCCNC)C1=CC=CC=C1 (2,2-diphenyl-5-methylaminopentanamide), CS(=O)(=O)OCCC1=CC=C(C=C1)NS(=O)(=O)C (N-[4-(2-methanesulphonyloxyethyl)phenyl]-methanesulphonamide), C([O-])(O)=O.[Na+] (sodium bicarbonate). Run in C(C)#N (acetonitrile). Yields the product C1(=CC=CC=C1)C(C(=O)N)(CCCN(C)CCC1=CC=C(C=C1)NS(=O)(=O)C)C1=CC=CC=C1 (2,2-diphenyl-5-[N-(4-methanesulphonamidophenethyl)-N-methylamino]pentanamide). As a reaction SMILES: [C:1]1([C:7]([C:16]2[CH:21]=[CH:20][CH:19]=[CH:18][CH:17]=2)([CH2:11][CH2:12][CH2:13][NH:14][CH3:15])[C:8]([NH2:10])=[O:9])[CH:6]=[CH:5][CH:4]=[CH:3][CH:2]=1.CS(O[CH2:27][CH2:28][C:29]1[CH:34]=[CH:33][C:32]([NH:35][S:36]([CH3:39])(=[O:38])=[O:37])=[CH:31][CH:30]=1)(=O)=O.C(=O)(O)[O-].[Na+]>C(#N)C>[C:1]1([C:7]([C:16]2[CH:21]=[CH:20][CH:19]=[CH:18][CH:17]=2)([CH2:11][CH2:12][CH2:13][N:14]([CH2:27][CH2:28][C:29]2[CH:30]=[CH:31][C:32]([NH:35][S:36]([CH3:39])(=[O:37])=[O:38])=[CH:33][CH:34]=2)[CH3:15])[C:8]([NH2:10])=[O:9])[CH:2]=[CH:3][CH:4]=[CH:5][CH:6]=1 |f:2.3|. Procedure: A mixture of 2,2-diphenyl-5-methylaminopentanamide (0.3 g--see Preparation 3), N-[4-(2-methanesulphonyloxyethyl)phenyl]-methanesulphonamide (0.3 g--see Preparation 18), sodium bicarbonate (0.5 g) and acetonitrile (10 ml) was heated under reflux for 8 hours. The mixture was partitioned between dichloromethane (30 ml) and 10% aqueous sodium carbonate (30 ml), the layers separated and the aqueous layer extracted with dichloromethane (2×20 ml). The combined dichloromethane extracts were dried (MgSO4...